Dataset: the Open Reaction Database (ORD), a public repository of structured organic reaction records. Task: describe an organic reaction: reactants, conditions, products, and yield Starting materials: CC(=O)OCCC1CC(=O)N1[Si](C)(C)C(C)(C)C, C[O-], CC(=O)O, CO, [Na+]. The product is CC(C)(C)[Si](C)(C)N1C(=O)CC1CCO. Reaction SMILES: [C:1]([CH3:2])([CH3:3])([CH3:4])[Si:5]([N:6]1[C:7](=[O:16])[CH2:8][CH:9]1[CH2:10][CH2:11][O:12][C:13](=[O:14])[CH3:15])([CH3:17])[CH3:18].[CH3:19][O-:20].[CH3:22][C:23](=[O:24])[OH:25].[CH3:26][OH:27].[Na+:21]>>[C:1]([CH3:2])([CH3:3])([CH3:4])[Si:5]([N:6]1[C:7](=[O:16])[CH2:8][CH:9]1[CH2:10][CH2:11][OH:12])([CH3:17])[CH3:18]. Product: BrC=1C=C2C(=NNC2=C(C1)C(=O)N)C1CCN(CC1)S(=O)(=O)CCCOC (5-bromo-3-(1-{[3-(methyloxy)propyl]sulfonyl}-4-piperidinyl)-1H-indazole-7-carboxamide). RXN SMILES: [Br:1][C:2]1[CH:3]=[C:4]2[C:8](=[C:9]([C:11]([NH2:13])=[O:12])[CH:10]=1)[NH:7][N:6]=[C:5]2[CH:14]1[CH2:19][CH2:18][N:17]([S:20]([CH2:23][CH2:24][CH2:25]Cl)(=[O:22])=[O:21])[CH2:16][CH2:15]1.[CH3:27][O-:28].[Na+]>CO.[I-].[Na+]>[Br:1][C:2]1[CH:3]=[C:4]2[C:8](=[C:9]([C:11]([NH2:13])=[O:12])[CH:10]=1)[NH:7][N:6]=[C:5]2[CH:14]1[CH2:19][CH2:18][N:17]([S:20]([CH2:23][CH2:24][CH2:25][O:28][CH3:27])(=[O:22])=[O:21])[CH2:16][CH2:15]1 |f:1.2,4.5|. Procedure details: To a solution of 5-bromo-3-{1-[(3-chloropropyl)sulfonyl]-4-piperidinyl}-1H-indazole-7-carboxamide (Intermediate 7) in MeOH (1.5 mL) were added 3.8 M sodium methoxide in MeOH (1 mL) and sodium iodide (5.0 mg). The reaction mixture was stirred at 80° C. overnight and concentrated under reduced pressure. The residue was dissolved in ethyl acetate (15 mL) and washed with water (5 mL). The organic phase was collected, dried over MgSO4, filtered and concentrated to give the crude title compound (30 mg... Solvent: CO (MeOH), CO (MeOH), [I-].[Na+] (sodium iodide). Conditions: temperature 80 celsius, time 8 hour. Starting materials: BrC=1C=C2C(=NNC2=C(C1)C(=O)N)C1CCN(CC1)S(=O)(=O)CCCCl (5-bromo-3-{1-[(3-chloropropyl)sulfonyl]-4-piperidinyl}-1H-indazole-7-carboxamide), BrC=1C=C2C(=NNC2=C(C1)C(=O)N)C1CCN(CC1)S(=O)(=O)CCCCl (5-bromo-3-{1-[(3-chloropropyl)sulfonyl]-4-piperidinyl}-1H-indazole-7-carboxamide), C[O-].[Na+] (sodium methoxide). Starting materials: CC(Cl)c1cccnc1, COC(=O)c1cccc2c1CCNC2. The reagents and catalysts are O=C([O-])[O-].[Cs+].[Cs+] (cesium carbonate), [I-].[K+] (potassium iodide). Run in CN(C)C=O (DMF), CN(C)C=O (dmf), CN(C)C=O (DMF). Run at temperature 70 celsius, time 16 hour. Yields the product COC(=O)c1cccc2c1CCN(C(C)c1cccnc1)C2. The reactants are O (Water), NC1=NC=CC=C1 (2-aminopyridine), N1=CC=CC=C1 (pyridine), ClC(=O)OCC(Cl)(Cl)Cl (2,2,2-trichloroethyl chloroformate). Run in O1CCCC1 (tetrahydrofuran). The product is N1=C(C=CC=C1)NC(OCC(Cl)(Cl)Cl)=O (2,2,2-Trichloroethyl pyridin-2-ylcarbamate). Reaction SMILES: [NH2:1][C:2]1[CH:7]=[CH:6][CH:5]=[CH:4][N:3]=1.N1C=CC=CC=1.Cl[C:15]([O:17][CH2:18][C:19]([Cl:22])([Cl:21])[Cl:20])=[O:16].O>O1CCCC1>[N:3]1[CH:4]=[CH:5][CH:6]=[CH:7][C:2]=1[NH:1][C:15](=[O:16])[O:17][CH2:18][C:19]([Cl:22])([Cl:21])[Cl:20]. Reported procedure: To a solution of 2-aminopyridine (1.00 g, 10.6 mmol) and pyridine (1.01 ml, 12.7 mmol) in tetrahydrofuran (35 ml) was added, under ice-cooling, 2,2,2-trichloroethyl chloroformate (1.76 ml, 12.7 mmol), and the mixture was stirred at room temperature for 1 hour and half. Water was poured to the reaction mixture, and the resulting solution was extracted with ethyl acetate. The extract was washed with water and dried over anhydrous magnesium sulfate, and the solvent was distilled off under reduced p... The reactants are NC1=CC2=C(CCN(CC2)CC(=O)NC)C=C1OC (2-(7-amino-8-methoxy-1,2,4,5-tetrahydro-benzo[d]azepin-3-yl)-N-methyl-acetamide), ClC1=NC=C(C(=N1)NC1=C(C(=O)NCC)C=CC=C1F)Cl (2-(2,5-dichloro-pyrimidin-4-ylamino)-N-ethyl-3-fluoro-benzamide). Product: ClC=1C(=NC(=NC1)NC1=CC2=C(CCN(CC2)CC(NC)=O)C=C1OC)NC1=C(C(=O)NCC)C=CC=C1F (2-[5-Chloro-2-(8-methoxy-3-methylcarbamoylmethyl-2,3,4,5-tetrahydro-1H-benzo[d]azepin-7-ylamino)-pyrimidin-4-ylamino]-N-ethyl-3-fluoro-benzamide), foam. Isolated yield 25.0%. As a reaction SMILES: [NH2:1][C:2]1[C:17]([O:18][CH3:19])=[CH:16][C:5]2[CH2:6][CH2:7][N:8]([CH2:11][C:12]([NH:14][CH3:15])=[O:13])[CH2:9][CH2:10][C:4]=2[CH:3]=1.Cl[C:21]1[N:26]=[C:25]([NH:27][C:28]2[C:38]([F:39])=[CH:37][CH:36]=[CH:35][C:29]=2[C:30]([NH:32][CH2:33][CH3:34])=[O:31])[C:24]([Cl:40])=[CH:23][N:22]=1>>[Cl:40][C:24]1[C:25]([NH:27][C:28]2[C:38]([F:39])=[CH:37][CH:36]=[CH:35][C:29]=2[C:30]([NH:32][CH2:33][CH3:34])=[O:31])=[N:26][C:21]([NH:1][C:2]2[C:17]([O:18][CH3:19])=[CH:16][C:5]3[CH2:6][CH2:7][N:8]([CH2:11][C:12](=[O:13])[NH:14][CH3:15])[CH2:9][CH2:10][C:4]=3[CH:3]=2)=[N:22][CH:23]=1. Procedure details: 2-[5-Chloro-2-(8-methoxy-3-methylcarbamoylmethyl-2,3,4,5-tetrahydro-1H-benzo[d]azepin-7-ylamino)-pyrimidin-4-ylamino]-N-ethyl-3-fluoro-benzamide was prepared from 2-(7-amino-8-methoxy-1,2,4,5-tetrahydro-benzo[d]azepin-3-yl)-N-methyl-acetamide and 2-(2,5-dichloro-pyrimidin-4-ylamino)-N-ethyl-3-fluoro-benzamide in an analogous manner to Example 308c. Product isolated as a yellow foam (52 mg, 25%). LCMS (m/e) 556 (M+H); 1H-NMR (CDCl3, 400 MHz) δ 8.57 (s, 1H), 8.09 (s, 1H), 7.77 (s, 1H), 7.47 (s, 1H... The reactants are CC(C)(CC(C)O)O (2-methyl-2,4-pentanediol), O (water), CC([O-])C.CC([O-])C.CC([O-])C.CC([O-])C.[Ti+4] (titanium tetraisopropoxide). Solvent: CC(C)O (IPA), CC(C)O (IPA). Reaction conditions: time 30 minute. The product is CC(COC)OC(=O)C (PGMEA), [Ti] (titanium). As a reaction SMILES: O.[CH3:2][CH:3]([CH3:5])[O-:4].[CH3:6][CH:7](C)[O-:8].C[CH:11](C)[O-:12].CC(C)[O-].[Ti+4:18].CC(O)(CC(O)C)C>CC(O)C>[CH3:2][CH:3]([O:4][C:7]([CH3:6])=[O:8])[CH2:5][O:12][CH3:11].[Ti:18] |f:1.2.3.4.5|. Procedure: IPA solution (500 g) of deionized water (27 g) was agitated with IPA solution (500 g) of a titanium tetraisopropoxide (284 g) and dropped at room temperature for 2 hours. 2-methyl-2,4-pentanediol (120 g) was added to a solution obtained and agitated at room temperature for 30 minutes. After the solution was concentrated under reduced pressure at 30° C., it was heated to 60° C. and heating was continued under reduced pressure to generate no distillate. Then, PGMEA (1,200 g) was added thereto and ... Reactants: [Cr](=O)(=O)([O-])Cl.[NH+]1=CC=CC=C1 (pyridinium chlorochromate), C1(CCCCC1)OCCCO (3-cyclohexyloxypropan-1-ol), ice. The solvent is CCOCC (ether), ClCCl (dichloromethane). Conditions: time 40 minute. Product: C1(CCCCC1)OCCC=O (3-cyclohexyloxypropionaldehyde). Isolated yield 75.5%. Reaction SMILES: [CH:1]1([O:7][CH2:8][CH2:9][CH2:10][OH:11])[CH2:6][CH2:5][CH2:4][CH2:3][CH2:2]1.[Cr](Cl)([O-])(=O)=O.[NH+]1C=CC=CC=1>ClCCl.CCOCC>[CH:1]1([O:7][CH2:8][CH2:9][CH:10]=[O:11])[CH2:6][CH2:5][CH2:4][CH2:3][CH2:2]1 |f:1.2|. Reported procedure: The obtained 3-cyclohexyloxypropan-1-ol (11.5 g, 72.9 mmol) was dissolved in dichloromethane (240 ml), and then molecular sieve 4 Å (58 g) and pyridinium chlorochromate (23.8 g, 0.11 mol) were added thereto in the ice bath followed by stirring under a nitrogen atmosphere for 1 hour and 40 minutes. The reaction solution was diluted with ether, and then the solution was filtered through Celite. The Celite was washed with diethyl ether, and this filtrate was added to the previous filtrate. The tota... Starting materials: FC=1C=C(C(=O)OC)C=C(C1C)C=1C=CC2=C(C(=C(O2)C2=CC=C(C=C2)F)C(NC)=O)C1 (methyl 3-fluoro-5-(2-(4-fluorophenyl)-3-(methylcarbamoyl)benzofuran-5-yl)-4-methylbenzoate), [OH-].[Na+] (NaOH), Cl (HCl). Run in CO.C1CCOC1 (MeOH THF). Reaction conditions: temperature 60 celsius. Product: FC1=CC=C(C=C1)C=1OC2=C(C1C(NC)=O)C=C(C=C2)C=2C=C(C(=O)O)C=CC2C (3-(2-(4-Fluorophenyl)-3-(methylcarbamoyl)benzofuran-5-yl)-4-methylbenzoic acid). As a reaction SMILES: F[C:2]1[CH:3]=[C:4]([CH:9]=[C:10]([C:13]2[CH:14]=[CH:15][C:16]3[O:20][C:19]([C:21]4[CH:26]=[CH:25][C:24]([F:27])=[CH:23][CH:22]=4)=[C:18]([C:28](=[O:31])[NH:29][CH3:30])[C:17]=3[CH:32]=2)[C:11]=1[CH3:12])[C:5]([O:7]C)=[O:6].[OH-].[Na+].Cl>CO.C1COCC1>[F:27][C:24]1[CH:25]=[CH:26][C:21]([C:19]2[O:20][C:16]3[CH:15]=[CH:14][C:13]([C:10]4[CH:9]=[C:4]([CH:3]=[CH:2][C:11]=4[CH3:12])[C:5]([OH:7])=[O:6])=[CH:32][C:17]=3[C:18]=2[C:28](=[O:31])[NH:29][CH3:30])=[CH:22][CH:23]=1 |f:1.2,4.5|. Procedure: To a mixture of methyl 3-fluoro-5-(2-(4-fluorophenyl)-3-(methylcarbamoyl)benzofuran-5-yl)-4-methylbenzoate (0.3 g, 0.68 mmol, 1 eq) in a 1:1 mixture of MeOH/THF at ambient temperature was added 5 eq. of NaOH and heated to 60° C. for 5 h. The mixture was cooled to ambient temperature and then cooled in an ice-water bath. It was acidified slowly with 1.5 N HCl and then concentrated. The mixture with white precipitates was diluted with water and filtered to get the solid. It is further washed with ... RXN SMILES: [CH3:1][NH:2][C@@H:3]1[C:8]2[CH:9]=[CH:10][CH:11]=[CH:12][C:7]=2[C@H:6]([C:13]2[CH:14]=[CH:15][C:16]([Cl:20])=[C:17]([Cl:19])[CH:18]=2)[CH2:5][CH2:4]1.C([O-])(=O)C.[ClH:25]>O>[CH3:1][NH:2][C@@H:3]1[C:8]2[CH:9]=[CH:10][CH:11]=[CH:12][C:7]=2[C@H:6]([C:13]2[CH:14]=[CH:15][C:16]([Cl:20])=[C:17]([Cl:19])[CH:18]=2)[CH2:5][CH2:4]1.[ClH:25] |f:0.1,4.5|. The solvent is O (water). The product is CN[C@H]1CC[C@H](C2=C1C=CC=C2)C=3C=CC(=C(C3)Cl)Cl.Cl (sertraline hydrochloride). Procedure: 10 gms of sertraline acetate is dissolved in 100 ml of water at room temperature under stirring. The solution is filtered to obtain a clear solution. To the clear filtrate 5 ml concentrated hydrochloric acid is added drop wise under stirring to adjust pH between 1 to 2. The precipitated solids are stirred for 1 hour at 25° C. and filtered. The solids are dried under vacuum at 60° C. for 8 hours to give sertraline hydrochloride Form V. The reactants are filtrate, Cl (hydrochloric acid), CN[C@H]1CC[C@H](C2=C1C=CC=C2)C=3C=CC(=C(C3)Cl)Cl.C(C)(=O)[O-] (sertraline acetate).